From a dataset of the Open Reaction Database (ORD), a public repository of structured organic reaction records. describe an organic reaction: reactants, conditions, products, and yield Reactants: BrC=C(C)C1=CC=NC=C1 (4-(1-Bromoprop-1-en-2-yl)pyridine), CN1CC2=C(NC=3C=CC(=CC23)OC(F)(F)F)CC1 (2-Methyl-8-(trifluoromethoxy)-2,3,4,5-tetrahydro-1H-pyrido[4,3-b]indole), N1[C@H](C(=O)O)CCC1 (L-proline), P(=O)([O-])([O-])[O-].[K+].[K+].[K+] (potassium phosphate). Reagents/catalysts: [Cu]I (Copper (I) iodide). The solvent is CN(C)C=O (DMF). Run at time 10 minute. Product: CN1CC2=C(N(C=3C=CC(=CC23)OC(F)(F)F)\C=C(/C)\C2=CC=NC=C2)CC1 ((E)-2-methyl-5-(2-(pyridin-4-yl)prop-1-enyl)-8-(trifluoromethoxy)-2,3,4,5-tetrahydro-1H-pyrido[4,3-b]indole). RXN SMILES: [CH3:1][N:2]1[CH2:19][CH2:18][C:5]2[NH:6][C:7]3[CH:8]=[CH:9][C:10]([O:13][C:14]([F:17])([F:16])[F:15])=[CH:11][C:12]=3[C:4]=2[CH2:3]1.N1CCC[C@H]1C(O)=O.P([O-])([O-])([O-])=O.[K+].[K+].[K+].Br[CH:37]=[C:38]([C:40]1[CH:45]=[CH:44][N:43]=[CH:42][CH:41]=1)[CH3:39]>CN(C=O)C.[Cu]I>[CH3:1][N:2]1[CH2:19][CH2:18][C:5]2[N:6](/[CH:37]=[C:38](/[C:40]3[CH:45]=[CH:44][N:43]=[CH:42][CH:41]=3)\[CH3:39])[C:7]3[CH:8]=[CH:9][C:10]([O:13][C:14]([F:17])([F:15])[F:16])=[CH:11][C:12]=3[C:4]=2[CH2:3]1 |f:2.3.4.5|. Procedure: 2-Methyl-8-(trifluoromethoxy)-2,3,4,5-tetrahydro-1H-pyrido[4,3-b]indole (135 mg, 0.5 mmol) was dissolved in DMF. Copper (I) iodide (9.5 mg, 0.05 mmol), L-proline (11.5 mg, 0.1 mmol) and potassium phosphate (414 mg, 2 mmol) were added and the reaction mixture was stirred for 10 min. at RT. 4-(1-Bromoprop-1-en-2-yl)pyridine (116 mg, 0.55 mmol) was added dropwise and the reaction mixture was purged with nitrogen. The reaction mixture was heated overnight at 90° C. (prolonged heating in some cases w... The reactants are C(Cl)Cl.CO (methylene chloride methanol), COC(CN(C(=O)C=1NC=C(C1)C(CC1=C(C(=CC=C1)F)F)=O)C)OC (4-[(2,3-Difluoro-phenyl)-acetyl]-1H-pyrrole-2-carboxylic acid (2,2-dimethoxy-ethyl)-methyl-amide), O=P(Cl)(Cl)Cl (POCl3), 0C, 60C. Solvent: O1CCOCC1 (dioxane). Conditions: time 14 hour. Yields the product FC1=C(C=CC=C1F)CC(=O)C1=CNC=2C(N(C=CC21)C)=O (3-[(2,3-Difluoro-phenyl)-acetyl]-6-methyl-1,6-dihydro-pyrrolo[2,3-c]pyridin-7-one). Isolated yield 40.3%. As a reaction SMILES: CO[CH:3](OC)[CH2:4][N:5]([CH3:24])[C:6]([C:8]1[NH:9][CH:10]=[C:11]([C:13](=[O:23])[CH2:14][C:15]2[CH:20]=[CH:19][CH:18]=[C:17]([F:21])[C:16]=2[F:22])[CH:12]=1)=[O:7].O=P(Cl)(Cl)Cl.C(Cl)Cl.CO>O1CCOCC1>[F:22][C:16]1[C:17]([F:21])=[CH:18][CH:19]=[CH:20][C:15]=1[CH2:14][C:13]([C:11]1[C:12]2[CH:3]=[CH:4][N:5]([CH3:24])[C:6](=[O:7])[C:8]=2[NH:9][CH:10]=1)=[O:23] |f:2.3|. Reported procedure: To 4-[(2,3-Difluoro-phenyl)-acetyl]-1H-pyrrole-2-carboxylic acid (2,2-dimethoxy-ethyl)-methyl-amide (200 mg, 0.55 mmol) in dioxane (50 mL) was added POCl3 (50 μL, 0.55 mmol) at 0C. The reaction solution was heated to 60C and stirred for 14 hr. The reaction was quenched with water and extracted with ethyl acetate, dried (Na2SO4). Flash chromatography (methylene chloride/methanol) gave 67 mg (41% yield)of title compound. The reactants are Brc1cccc(Br)c1, [Li]CCCC, CCCCCC, O=C1CCCCC1. Product: OC1(c2cccc(Br)c2)CCCCC1. Reaction SMILES: [Br:1][c:2]1[cH:3][cH:4][cH:5][c:6]([Br:7])[cH:8]1.[CH2:9]([Li:10])[CH2:11][CH2:12][CH3:13].[CH3:21][CH2:22][CH2:23][CH2:24][CH2:25][CH3:26].[O:14]=[C:15]1[CH2:16][CH2:17][CH2:18][CH2:19][CH2:20]1>>[c:2]1([C:15]2([OH:14])[CH2:16][CH2:17][CH2:18][CH2:19][CH2:20]2)[cH:3][cH:4][cH:5][c:6]([Br:7])[cH:8]1.